Dataset: the Open Reaction Database (ORD), a public repository of structured organic reaction records. Task: describe an organic reaction: reactants, conditions, products, and yield The reactants are COC(=O)C1CC(N(CC(C)C)C(=O)c2cnc(C(C)(C)C)nc2Cl)CN(C(=O)OC(C)(C)C)C1, CC(C)O, CCN(C(C)C)C(C)C, Cl, NCc1ncco1. Yields the product COC(=O)C1CC(N(CC(C)C)C(=O)c2cnc(C(C)(C)C)nc2NCc2ncco2)CN(C(=O)OC(C)(C)C)C1. As a reaction SMILES: [C:1]([CH3:2])([CH3:3])([CH3:4])[c:5]1[n:6][cH:7][c:8]([C:12](=[O:13])[N:14]([CH:15]2[CH2:16][CH:17]([C:28](=[O:29])[O:30][CH3:31])[CH2:18][N:19]([C:21](=[O:22])[O:23][C:24]([CH3:25])([CH3:26])[CH3:27])[CH2:20]2)[CH2:32][CH:33]([CH3:34])[CH3:35])[c:9]([Cl:11])[n:10]1.[CH3:53][CH:54]([OH:55])[CH3:56].[CH:36]([N:37]([CH:38]([CH3:39])[CH3:40])[CH2:41][CH3:42])([CH3:43])[CH3:44].[ClH:45].[o:46]1[c:47]([CH2:51][NH2:52])[n:48][cH:49][cH:50]1>>[C:1]([CH3:2])([CH3:3])([CH3:4])[c:5]1[n:6][cH:7][c:8]([C:12](=[O:13])[N:14]([CH:15]2[CH2:16][CH:17]([C:28](=[O:29])[O:30][CH3:31])[CH2:18][N:19]([C:21](=[O:22])[O:23][C:24]([CH3:25])([CH3:26])[CH3:27])[CH2:20]2)[CH2:32][CH:33]([CH3:34])[CH3:35])[c:9]([NH:52][CH2:51][c:47]2[o:46][cH:50][cH:49][n:48]2)[n:10]1. Reactants: COc1ccc(Cl)cc1C(=O)O, CN1CCc2c(N)cccc2C1. Product: COc1ccc(Cl)cc1C(=O)Nc1cccc2c1CCN(C)C2. As a reaction SMILES: [Cl:13][c:14]1[cH:15][cH:16][c:17]([O:23][CH3:24])[c:18]([C:19](=[O:20])[OH:21])[cH:22]1.[NH2:1][c:2]1[c:3]2[c:8]([cH:9][cH:10][cH:11]1)[CH2:7][N:6]([CH3:12])[CH2:5][CH2:4]2>>[NH:1]([c:2]1[c:3]2[c:8]([cH:9][cH:10][cH:11]1)[CH2:7][N:6]([CH3:12])[CH2:5][CH2:4]2)[C:19]([c:18]1[c:17]([O:23][CH3:24])[cH:16][cH:15][c:14]([Cl:13])[cH:22]1)=[O:20]. The reactants are ClC=1C=C(C=CC1Cl)C1(CCCCC1)C(=O)N(C)CC (1-(3,4-dichlorophenyl)-N-ethyl-N-methylcyclohexanecarboxamide), Cl (HCl). The product is ClC=1C=C(C=CC1Cl)C1(CCCCC1)CN(CC)C (N-((1-(3,4-dichlorophenyl)cyclohexyl)methyl)-N-methylethanamine). RXN SMILES: [Cl:1][C:2]1[CH:3]=[C:4]([C:9]2([C:15]([N:17]([CH2:19][CH3:20])[CH3:18])=O)[CH2:14][CH2:13][CH2:12][CH2:11][CH2:10]2)[CH:5]=[CH:6][C:7]=1[Cl:8].Cl>>[Cl:1][C:2]1[CH:3]=[C:4]([C:9]2([CH2:15][N:17]([CH3:18])[CH2:19][CH3:20])[CH2:14][CH2:13][CH2:12][CH2:11][CH2:10]2)[CH:5]=[CH:6][C:7]=1[Cl:8]. Reported procedure: The title compound was synthesized from 1-(3,4-dichlorophenyl)-N-ethyl-N-methylcyclohexanecarboxamide (130 mg, 0.414 mmol) using General Procedure E followed by HCl salt formation. The crude HCl salt was recrystallized from CH3CN (3 mL) to give pure N-((1-(3,4-dichlorophenyl)cyclohexyl)methyl)-N-methylethanamine as white crystals. HPLC Rt=9.00 min; 1H NMR (400 mHz, MeOH-d4) 7.65 (d, J=2.2 Hz, 1H), 7.56 (d, J=8.43 Hz, 1H), 7.42 (dd, J=2.2, 8.43 Hz, 1H), 3.43-3.40 (m, 1H), 2.96-2.94 (m, 2H), 2.48 ... Reactants: NC1=C(C(=O)OC)C=C(C=C1)C(F)(F)F (Methyl 2-amino-5-(trifluoromethyl)benzoate), NC1=C(C(=O)O)C=C(C=C1)OC(F)(F)F (2-amino-5-(trifluoromethoxy)benzoic acid). Yields the product NC1=C(C(=O)OC)C=C(C=C1)OC(F)(F)F (Methyl 2-amino-5-(trifluoromethoxy)benzoate), oil. The yield is 46.0%. Reaction SMILES: [NH2:1][C:2]1[CH:11]=[CH:10][C:9](C(F)(F)F)=[CH:8][C:3]=1[C:4]([O:6][CH3:7])=[O:5].NC1C=CC([O:26][C:27]([F:30])([F:29])[F:28])=CC=1C(O)=O>>[NH2:1][C:2]1[CH:11]=[CH:10][C:9]([O:26][C:27]([F:30])([F:29])[F:28])=[CH:8][C:3]=1[C:4]([O:6][CH3:7])=[O:5]. Reported procedure: The title compound was prepared as in the method of compound 1 from 2-amino-5-(trifluoromethoxy)benzoic acid to give a pale yellow oil (0.538 g, 46%). Reactants: C1CCOC1, C1CCOC1, CCOC(C)=O, CO, CC(C(=O)[O-])C1CCC(O)c2c1n(C(C)c1ccc(C(F)(F)F)cc1)c1c(S(C)(=O)=O)cc(F)cc21, CC(C(=O)[O-])C1CCC(O)c2c1n(C(C)c1ccc(C(F)(F)F)cc1)c1c(S(C)(=O)=O)cc(F)cc21, CC(O)c1ccc(C(F)(F)F)cc1, [Li+], CC(C)(C)OC(=O)N=NC(=O)OC(C)(C)C, O=P([O-])([O-])[O-], [OH-], c1ccc(P(c2ccccc2)c2ccccc2)cc1. The product is CC(c1ccc(C(F)(F)F)cc1)n1c2c(c3cc(F)cc(S(C)(=O)=O)c31)C(O)CCC2CC(=O)O. RXN SMILES: [CH2:128]1[O:129][CH2:130][CH2:131][CH2:132]1.[CH2:139]1[O:140][CH2:141][CH2:142][CH2:143]1.[CH3:133][CH2:134][O:135][C:136]([CH3:137])=[O:138].[CH3:144][OH:145].[CH3:49][CH:50]([C:51](=[O:52])[O-:53])[CH:54]1[CH2:55][CH2:56][CH:57]([OH:84])[c:58]2[c:59]3[cH:60][c:61]([F:83])[cH:62][c:63]([S:79](=[O:80])(=[O:81])[CH3:82])[c:64]3[n:65]([CH:67]([CH3:68])[c:69]3[cH:70][cH:71][c:72]([C:75]([F:76])([F:77])[F:78])[cH:73][cH:74]3)[c:66]21.[CH3:85][CH:86]([CH:87]1[c:88]2[n:89]([CH:90]([c:91]3[cH:92][cH:93][c:94]([C:95]([F:96])([F:97])[F:98])[cH:99][cH:100]3)[CH3:101])[c:102]3[c:103]([cH:104][c:105]([F:106])[cH:107][c:108]3[S:109]([CH3:110])(=[O:111])=[O:112])[c:113]2[CH:114]([OH:115])[CH2:116][CH2:117]1)[C:118]([O-:119])=[O:120].[F:20][C:21]([F:22])([F:23])[c:24]1[cH:25][cH:26][c:27]([CH:28]([OH:29])[CH3:30])[cH:31][cH:32]1.[Li+:122].[N:33]([C:34]([O:35][C:36]([CH3:37])([CH3:38])[CH3:39])=[O:40])=[N:41][C:42]([O:43][C:44]([CH3:45])([CH3:46])[CH3:47])=[O:48].[O-:123][P:124](=[O:125])([O-:126])[O-:127].[OH-:121].[c:1]1([P:2]([c:3]2[cH:4][cH:5][cH:6][cH:7][cH:8]2)[c:9]2[cH:10][cH:11][cH:12][cH:13][cH:14]2)[cH:15][cH:16][cH:17][cH:18][cH:19]1>>[CH2:50]([C:51](=[O:52])[OH:53])[CH:54]1[CH2:55][CH2:56][CH:57]([OH:84])[c:58]2[c:59]3[cH:60][c:61]([F:83])[cH:62][c:63]([S:79](=[O:80])(=[O:81])[CH3:82])[c:64]3[n:65]([CH:67]([CH3:68])[c:69]3[cH:70][cH:71][c:72]([C:75]([F:76])([F:77])[F:78])[cH:73][cH:74]3)[c:66]21.